Dataset: the Open Reaction Database (ORD), a public repository of structured organic reaction records. Task: describe an organic reaction: reactants, conditions, products, and yield Reactants: BrC1=CC(=C(C=C1)O)C(F)(F)F (4-bromo-2-(trifluoromethyl)phenol), C([O-])([O-])=O.[K+].[K+] (potassium carbonate), C(C1=CC=CC=C1)Br (benzyl bromide), O (water). Solvent: CN(C=O)C (N,N-dimethylformamide). Run at time 12 hour. Product: BrC1=CC(=C(C=C1)OCC1=CC=CC=C1)C(F)(F)F (benzyl 4-bromo-2-(trifluoromethyl)phenyl ether). As a reaction SMILES: [Br:1][C:2]1[CH:7]=[CH:6][C:5]([OH:8])=[C:4]([C:9]([F:12])([F:11])[F:10])[CH:3]=1.C(=O)([O-])[O-].[K+].[K+].[CH2:19](Br)[C:20]1[CH:25]=[CH:24][CH:23]=[CH:22][CH:21]=1.O>CN(C)C=O>[Br:1][C:2]1[CH:7]=[CH:6][C:5]([O:8][CH2:19][C:20]2[CH:25]=[CH:24][CH:23]=[CH:22][CH:21]=2)=[C:4]([C:9]([F:10])([F:11])[F:12])[CH:3]=1 |f:1.2.3|. Reported procedure: To a solution of 4-bromo-2-(trifluoromethyl)phenol (4.37 g) in N,N-dimethylformamide (40 ml) were added potassium carbonate (3.75 g) and benzyl bromide (2.59 ml), and the mixture was stirred for 12 hours at room temperature. To the reaction mixture was added water, and the resulting mixture was extracted with ethyl acetate. The extract was washed with water and dried over anhydrous magnesium sulfate. After the solvent was removed under reduced pressure, purification of the residue by flash colum... Procedure details: Under a nitrogen stream, [2-bromo-4-(1,1-dioxo-1λ6-isothiazolidin-2-ylmethyl)phenyl][4-(3,5-dimethylpyridin-2-yl)piperazin-1-yl]methanone (120 mg) described in Example 461 was dissolved in N,N-dimethylformamide (5 mL), zinc cyanide (28 mg) and tetrakistriphenylphosphine palladium(0)(55 mg) were added, and the mixture was stirred at 130° C. for 4 hr. After completion of the reaction, to the reaction mixture was added water/saturated aqueous ammonium chloride solution/28% aqueous ammonia (4:4:1), ... Reagents/catalysts: [C-]#N.[Zn+2].[C-]#N (zinc cyanide). Reaction conditions: temperature 130 celsius, time 4 hour. As a reaction SMILES: Br[C:2]1[CH:7]=[C:6]([CH2:8][N:9]2[CH2:13][CH2:12][CH2:11][S:10]2(=[O:15])=[O:14])[CH:5]=[CH:4][C:3]=1[C:16]([N:18]1[CH2:23][CH2:22][N:21]([C:24]2[C:29]([CH3:30])=[CH:28][C:27]([CH3:31])=[CH:26][N:25]=2)[CH2:20][CH2:19]1)=[O:17].O.N.[CH3:34][N:35](C)C=O>[C-]#N.[Zn+2].[C-]#N>[CH3:30][C:29]1[C:24]([N:21]2[CH2:22][CH2:23][N:18]([C:16]([C:3]3[CH:4]=[CH:5][C:6]([CH2:8][N:9]4[CH2:13][CH2:12][CH2:11][S:10]4(=[O:15])=[O:14])=[CH:7][C:2]=3[C:34]#[N:35])=[O:17])[CH2:19][CH2:20]2)=[N:25][CH:26]=[C:27]([CH3:31])[CH:28]=1 |f:4.5.6|. Reactants: BrC1=C(C=CC(=C1)CN1S(CCC1)(=O)=O)C(=O)N1CCN(CC1)C1=NC=C(C=C1C)C ([2-bromo-4-(1,1-dioxo-1λ6-isothiazolidin-2-ylmethyl)phenyl][4-(3,5-dimethylpyridin-2-yl)piperazin-1-yl]methanone), CN(C=O)C (N,N-dimethylformamide), O (water), N (ammonia), tetrakistriphenylphosphine palladium(0). Product: CC=1C(=NC=C(C1)C)N1CCN(CC1)C(=O)C1=C(C#N)C=C(C=C1)CN1S(CCC1)(=O)=O (2-[4-(3,5-dimethylpyridin-2-yl)piperazine-1-carbonyl]-5-(1,1-dioxo-1λ6-isothiazolidin-2-ylmethyl)benzonitrile).